The task is: describe an organic reaction: reactants, conditions, products, and yield. This data is from the Open Reaction Database (ORD), a public repository of structured organic reaction records. Product: C(C)(C)(C)C(CCCCCC)N(NC(C1=C(C(=CC=C1)OC)C)=O)C(C1=CC(=CC(=C1)C)C)=O (3,5-dimethyl-benzoic acid N-(1-tert-butyl-heptyl)-N′-(3-methoxy-2-methyl-benzoyl)-hydrazide). Procedure details: 164 mg (0.49 mmol) of 3-methoxy-2-methyl-benzoic acid N′-(1-tert-butyl-heptyl)-hydrazide and 82 mg 3,5-dimethylbenzoyl chloride were dissolved in 10 mL CH2Cl2. 7 mL of 25% K2CO3 were added, and the reaction mixture was stirred at room temperature overnight. The reaction was monitored by TLC. The phases were separated, adding additional CH2Cl2 and/or water as needed to aid manipulation. The CH2Cl2 layer was dried and solvent was removed in vacuo to provide 240 mg of crude product. This material w... The solvent is C(Cl)Cl (CH2Cl2). Reaction conditions: time 8 hour. Starting materials: C(C)(C)(C)C(CCCCCC)NNC(C1=C(C(=CC=C1)OC)C)=O (3-methoxy-2-methyl-benzoic acid N′-(1-tert-butyl-heptyl)-hydrazide), CC=1C=C(C(=O)Cl)C=C(C1)C (3,5-dimethylbenzoyl chloride), C(=O)([O-])[O-].[K+].[K+] (K2CO3). Isolated yield 85.9%. As a reaction SMILES: [C:1]([CH:5]([NH:12][NH:13][C:14](=[O:24])[C:15]1[CH:20]=[CH:19][CH:18]=[C:17]([O:21][CH3:22])[C:16]=1[CH3:23])[CH2:6][CH2:7][CH2:8][CH2:9][CH2:10][CH3:11])([CH3:4])([CH3:3])[CH3:2].[CH3:25][C:26]1[CH:27]=[C:28]([CH:32]=[C:33]([CH3:35])[CH:34]=1)[C:29](Cl)=[O:30].C([O-])([O-])=O.[K+].[K+]>C(Cl)Cl>[C:1]([CH:5]([N:12]([C:29](=[O:30])[C:28]1[CH:32]=[C:33]([CH3:35])[CH:34]=[C:26]([CH3:25])[CH:27]=1)[NH:13][C:14](=[O:24])[C:15]1[CH:20]=[CH:19][CH:18]=[C:17]([O:21][CH3:22])[C:16]=1[CH3:23])[CH2:6][CH2:7][CH2:8][CH2:9][CH2:10][CH3:11])([CH3:2])([CH3:3])[CH3:4] |f:2.3.4|.